From a dataset of the Open Reaction Database (ORD), a public repository of structured organic reaction records. describe an organic reaction: reactants, conditions, products, and yield Reactants: C(C1=CC=CC=C1)OC(=O)NCCCCCC(=O)O (6-(Benzyloxycarbonylamino)hexanoic acid), NC(C(C(CC1=CC=CC=C1)NC(=O)OC(C)(C)C)O)CC1=CC=CC=C1 (4-Amino-2 -(t-butyloxycarbonylamino)-1,5-diphenyl-3-hydroxypentane), anhydride. The product is C(C)(C)(C)OC(=O)NC(CC1=CC=CC=C1)C(C(CC1=CC=CC=C1)NC(CCCCCNC(=O)OCC1=CC=CC=C1)=O)O (2(t-Butyloxycarbonylamino)-4-((6-(Cbz-amino)hexanoyl)amino)-1,5-diphenyl-3-hydroxypentane). Reaction SMILES: [CH2:1]([O:8][C:9]([NH:11][CH2:12][CH2:13][CH2:14][CH2:15][CH2:16][C:17]([OH:19])=O)=[O:10])[C:2]1[CH:7]=[CH:6][CH:5]=[CH:4][CH:3]=1.[NH2:20][CH:21]([CH2:40][C:41]1[CH:46]=[CH:45][CH:44]=[CH:43][CH:42]=1)[CH:22]([OH:39])[CH:23]([NH:31][C:32]([O:34][C:35]([CH3:38])([CH3:37])[CH3:36])=[O:33])[CH2:24][C:25]1[CH:30]=[CH:29][CH:28]=[CH:27][CH:26]=1>>[C:35]([O:34][C:32]([NH:31][CH:23]([CH:22]([OH:39])[CH:21]([NH:20][C:17](=[O:19])[CH2:16][CH2:15][CH2:14][CH2:13][CH2:12][NH:11][C:9]([O:8][CH2:1][C:2]1[CH:3]=[CH:4][CH:5]=[CH:6][CH:7]=1)=[O:10])[CH2:40][C:41]1[CH:42]=[CH:43][CH:44]=[CH:45][CH:46]=1)[CH2:24][C:25]1[CH:26]=[CH:27][CH:28]=[CH:29][CH:30]=1)=[O:33])([CH3:38])([CH3:36])[CH3:37]. Procedure: N-(6-(Benzyloxycarbonylamino)hexanoic acid was coupled to the resultant compound of Example 11 using the mixed anhydride procedure of Example 54A to give the desired compound after silica gel chromatography using 75% ethyl acetate in chloroform. Product: BrC=1C=C2C=NN=C(C2=CC1)N1CCOCC1 (6-bromo-1-morpholinophthalazine). Procedure: A mixture of 6-bromo-1-chlorophthalazine (Example 1, 0.1 g, 411 μmol), morpholine (72 mg, 821 μmol) and potassium carbonate (57 mg, 411 μmol) in 5 mL acetonitrile was added to a glass microwave reaction vessel. The reaction mixture was stirred and heated in a Smith Synthesizer® microwave reactor (Personal Chemistry, Inc., Upssala, Sweden) at 180° C. for 20 min. All the starting material was converted to product (M+1=296, 298). The mixture was concentrated under vacuum, and purified via flash chr... The reactants are BrC=1C=C2C=NN=C(C2=CC1)Cl (6-bromo-1-chlorophthalazine), N1CCOCC1 (morpholine), C([O-])([O-])=O.[K+].[K+] (potassium carbonate). RXN SMILES: [Br:1][C:2]1[CH:3]=[C:4]2[C:9](=[CH:10][CH:11]=1)[C:8](Cl)=[N:7][N:6]=[CH:5]2.[NH:13]1[CH2:18][CH2:17][O:16][CH2:15][CH2:14]1.C(=O)([O-])[O-].[K+].[K+]>C(#N)C>[Br:1][C:2]1[CH:3]=[C:4]2[C:9](=[CH:10][CH:11]=1)[C:8]([N:13]1[CH2:18][CH2:17][O:16][CH2:15][CH2:14]1)=[N:7][N:6]=[CH:5]2 |f:2.3.4|. Run at temperature 180 celsius. The solvent is C(C)#N (acetonitrile). Reactants: CCCCN, NC1=NS(=O)(=O)c2cccc(Cl)c21, N, C1COCCO1. Yields the product CCCCNC1=NS(=O)(=O)c2cccc(Cl)c21. As a reaction SMILES: [CH2:14]([CH2:15][CH2:16][CH3:17])[NH2:18].[NH2:1][C:2]1=[N:3][S:4](=[O:12])(=[O:13])[c:5]2[c:6]1[c:7]([Cl:11])[cH:8][cH:9][cH:10]2.[NH3:19].[O:20]1[CH2:21][CH2:22][O:23][CH2:24][CH2:25]1>>[NH:1]([C:2]1=[N:3][S:4](=[O:12])(=[O:13])[c:5]2[c:6]1[c:7]([Cl:11])[cH:8][cH:9][cH:10]2)[CH2:14][CH2:15][CH2:16][CH3:17]. The reactants are Cl.N[C@@H]1CC[C@H](CC1)NC(=O)C1=C(NC2=C1N=CN=C2C2=C(C=C(C(=C2)C)F)OCC2CC2)C (N-(trans-4-aminocyclohexyl)-4-[2-(cyclopropylmethoxy)-4-fluoro-5-methylphenyl]-6-methyl-5H-pyrrolo[3,2-d]pyrimidine-7-carboxamide hydrochloride), C(CC)(=O)Cl (propionyl chloride). Yields the product C1(CC1)COC1=C(C=C(C(=C1)F)C)C=1C2=C(N=CN1)C(=C(N2)C)C(=O)N[C@@H]2CC[C@H](CC2)NC(CC)=O (4-[2-(Cyclopropylmethoxy)-4-fluoro-5-methylphenyl]-6-methyl-N-[trans-4-(propanoylamino)cyclohexyl]-5H-pyrrolo[3,2-d]pyrimidine-7-carboxamide). RXN SMILES: Cl.[NH2:2][C@H:3]1[CH2:8][CH2:7][C@H:6]([NH:9][C:10]([C:12]2[C:16]3[N:17]=[CH:18][N:19]=[C:20]([C:21]4[CH:26]=[C:25]([CH3:27])[C:24]([F:28])=[CH:23][C:22]=4[O:29][CH2:30][CH:31]4[CH2:33][CH2:32]4)[C:15]=3[NH:14][C:13]=2[CH3:34])=[O:11])[CH2:5][CH2:4]1.[C:35](Cl)(=[O:38])[CH2:36][CH3:37]>>[CH:31]1([CH2:30][O:29][C:22]2[CH:23]=[C:24]([F:28])[C:25]([CH3:27])=[CH:26][C:21]=2[C:20]2[C:15]3[NH:14][C:13]([CH3:34])=[C:12]([C:10]([NH:9][C@H:6]4[CH2:7][CH2:8][C@H:3]([NH:2][C:35](=[O:38])[CH2:36][CH3:37])[CH2:4][CH2:5]4)=[O:11])[C:16]=3[N:17]=[CH:18][N:19]=2)[CH2:32][CH2:33]1 |f:0.1|. Reported procedure: Starting from N-(trans-4-aminocyclohexyl)-4-[2-(cyclopropylmethoxy)-4-fluoro-5-methylphenyl]-6-methyl-5H-pyrrolo[3,2-d]pyrimidine-7-carboxamide hydrochloride (example D.f41) and commercially available propionyl chloride the title compound is obtained as colorless solid.